From a dataset of the Open Reaction Database (ORD), a public repository of structured organic reaction records. describe an organic reaction: reactants, conditions, products, and yield The product is C(C)OC(CC=1C=C(C(=CC1)OC)C1=C(C=C(C=C1)C(F)(F)F)C#N)=O ((2′-Cyano-6-methoxy-4′-trifluoromethyl-biphenyl-3-yl)-acetic acid ethyl ester). Solvent: COCCOC (DME), O (H2O). Starting materials: BrC1=C(C#N)C=C(C=C1)C(F)(F)F (2-Bromo-5-(trifluoromethyl)benzonitrile), C(C)OC(CC1=CC(=C(C=C1)OC)B1OC(C(O1)(C)C)(C)C)=O ([4-methoxy-3-(4,4,5,5-tetramethyl-[1,3,2]dioxaborolan-2-yl)-phenyl]-acetic acid ethyl ester), C([O-])([O-])=O.[K+].[K+] (potassium carbonate). Reagents/catalysts: C=1C=CC(=CC1)[P](C=2C=CC=CC2)(C=3C=CC=CC3)[Pd]([P](C=4C=CC=CC4)(C=5C=CC=CC5)C=6C=CC=CC6)([P](C=7C=CC=CC7)(C=8C=CC=CC8)C=9C=CC=CC9)[P](C=1C=CC=CC1)(C=1C=CC=CC1)C=1C=CC=CC1 (tetrakis(triphenylphosphine)palladium(0)). Run at temperature 85 celsius, time 36 hour. Reported procedure: 2-Bromo-5-(trifluoromethyl)benzonitrile (5.5 g, 22 mmol), [4-methoxy-3-(4,4,5,5-tetramethyl-[1,3,2]dioxaborolan-2-yl)-phenyl]-acetic acid ethyl ester (7.04 g, 22 mmol), potassium carbonate (7.6 g, 55 mmol), and tetrakis(triphenylphosphine)palladium(0) (0.300 g, 0.25 mmol) were combined in DME (40 mL) and H2O (20 mL). The mixture was purged with N2, and then stirred at 85° C. for 36 hours. After standard work-up, the residue was purified by silica gel chromatography to give the title compound. Reaction SMILES: Br[C:2]1[CH:9]=[CH:8][C:7]([C:10]([F:13])([F:12])[F:11])=[CH:6][C:3]=1[C:4]#[N:5].[CH2:14]([O:16][C:17](=[O:36])[CH2:18][C:19]1[CH:24]=[CH:23][C:22]([O:25][CH3:26])=[C:21](B2OC(C)(C)C(C)(C)O2)[CH:20]=1)[CH3:15].C(=O)([O-])[O-].[K+].[K+]>COCCOC.O.C1C=CC([P]([Pd]([P](C2C=CC=CC=2)(C2C=CC=CC=2)C2C=CC=CC=2)([P](C2C=CC=CC=2)(C2C=CC=CC=2)C2C=CC=CC=2)[P](C2C=CC=CC=2)(C2C=CC=CC=2)C2C=CC=CC=2)(C2C=CC=CC=2)C2C=CC=CC=2)=CC=1>[CH2:14]([O:16][C:17](=[O:36])[CH2:18][C:19]1[CH:20]=[C:21]([C:2]2[CH:9]=[CH:8][C:7]([C:10]([F:13])([F:12])[F:11])=[CH:6][C:3]=2[C:4]#[N:5])[C:22]([O:25][CH3:26])=[CH:23][CH:24]=1)[CH3:15] |f:2.3.4,^1:53,55,74,93|. Starting materials: C(C)(=O)OCC=1CS[C@H]2N(C1P([O-])(=O)[O-])C([C@H]2NC(C(C(=O)O)C2=CSC=C2)=O)=O.[Na+].[Na+].[Na+] (Trisodium 3-acetoxymethyl-7β-(2-[3-thienyl]- 2-carboxyacetamido)-3-cephem-4-phosphonate), [OH-].[Na+] (NaOH), Cl (HCl). Solvent: CCOC(=O)C (EtOAc). Reaction conditions: temperature 30 celsius. Product: OCC=1CS[C@H]2N(C1P([O-])(=O)[O-])C([C@H]2NC(C(C(=O)O)C2=CSC=C2)=O)=O.[Na+].[Na+].[Na+] (trisodium 3-hydroxymethyl-7β-(2-[3-thienyl]-2-carboxyacetamido)-3-cephem-4-phosphonate). RXN SMILES: C([O:4][CH2:5][C:6]1[CH2:7][S:8][C@@H:9]2[C@H:17]([NH:18][C:19](=[O:29])[CH:20]([C:24]3[CH:28]=[CH:27][S:26][CH:25]=3)[C:21]([OH:23])=[O:22])[C:16](=[O:30])[N:10]2[C:11]=1[P:12]([O-:15])(=[O:14])[O-:13])(=O)C.[Na+:31].[Na+].[Na+].[OH-].[Na+].Cl>CCOC(C)=O>[OH:4][CH2:5][C:6]1[CH2:7][S:8][C@@H:9]2[C@H:17]([NH:18][C:19](=[O:29])[CH:20]([C:24]3[CH:28]=[CH:27][S:26][CH:25]=3)[C:21]([OH:23])=[O:22])[C:16](=[O:30])[N:10]2[C:11]=1[P:12]([O-:15])(=[O:13])[O-:14].[Na+:31].[Na+:31].[Na+:31] |f:0.1.2.3,4.5,8.9.10.11|. Reported procedure: Trisodium 3-acetoxymethyl-7β-(2-[3-thienyl]- 2-carboxyacetamido)-3-cephem-4-phosphonate (1 g.) is dissolved in 100 ml. of a solution of citrus acetyl esterase (J.D.A. Jeffery, et. al., Biochem. J. (1961) 81, 591). The pH is adjusted to 6.6 and the mixture is maintained at 30° C. 1 N NaOH is added dropwise to maintain the pH at 6.6 as the reaction proceeds and the reaction is continued until no further pH change occurs. 10 g. Nacl is added and the mixture is layered with 50 ml. EtOAc, the pH is a...